This data is from the Open Reaction Database (ORD), a public repository of structured organic reaction records. The task is: describe an organic reaction: reactants, conditions, products, and yield Starting materials: ClCCCOC1=C(C=C(C=C1)C(C)=O)OC (1-[4-(3-chloropropoxy)-3-methoxyphenyl]ethanone), C(=O)=O.CO (dry ice methanol), B(Br)(Br)Br (boron tribromide), C(=O)(O)[O-].[Na+] (NaHCO3), B(Br)(Br)Br (boron tribromide), C(=O)(O)[O-].[Na+] (NaHCO3). Solvent: C(Cl)Cl (methylene chloride), C(Cl)Cl (methylene chloride). Yields the product ClCCCOC1=C(C=C(C=C1)C(C)=O)O (1-[4-(3-chloropropoxy)-3-hydroxyphenyl]ethanone). Isolated yield 86.4%. Reaction SMILES: [Cl:1][CH2:2][CH2:3][CH2:4][O:5][C:6]1[CH:11]=[CH:10][C:9]([C:12](=[O:14])[CH3:13])=[CH:8][C:7]=1[O:15]C.C(=O)=O.CO.B(Br)(Br)Br.C([O-])(O)=O.[Na+]>C(Cl)Cl>[Cl:1][CH2:2][CH2:3][CH2:4][O:5][C:6]1[CH:11]=[CH:10][C:9]([C:12](=[O:14])[CH3:13])=[CH:8][C:7]=1[OH:15] |f:1.2,4.5|. Procedure: To a stirred solution of 1-[4-(3-chloropropoxy)-3-methoxyphenyl]ethanone (10.0 g, 41 mmol) in methylene chloride (120 ml) cooled to -50° C. (dry ice-methanol) was added, dropwise, 1M boron tribromide in methylene chloride (123 ml, 120 mmol). The temperature was kept between -40° C. and -50° C. After complete addition, the reaction was permitted to reach -30° C., and the TLC checked (ca. 15 min. after final boron tribromide was added). Saturated NaHCO3 was added, dropwise, never allowing the temp... Starting materials: C(C)OC(C=CC1=CC=C(C=C1)N(CC)CC)=O (3-(4-Diethylaminophenyl)-2-propenic acid ethyl ester), C(C)(=O)O (acetic acid). Solvent: N1=CC=CC=C1 (pyridine). Yields the product C(C)OC(C=CC1=C(C=C(C=C1)N(CC)CC)OC(C)=O)=O (3-(2-acetoxy-4-diethylaminophenyl)-2-propenic acid ethyl ester). As a reaction SMILES: [CH2:1]([O:3][C:4](=[O:18])[CH:5]=[CH:6][C:7]1[CH:12]=[CH:11][C:10]([N:13]([CH2:16][CH3:17])[CH2:14][CH3:15])=[CH:9][CH:8]=1)[CH3:2].[C:19]([OH:22])(=[O:21])[CH3:20]>N1C=CC=CC=1>[CH2:1]([O:3][C:4](=[O:18])[CH:5]=[CH:6][C:7]1[CH:8]=[CH:9][C:10]([N:13]([CH2:16][CH3:17])[CH2:14][CH3:15])=[CH:11][C:12]=1[O:22][C:19](=[O:21])[CH3:20])[CH3:2]. Reported procedure: 3-(4-Diethylaminophenyl)-2-propenic acid ethyl ester (1 g, 3.80 mmol) was dissolved in 5 ml of pyridine. To this was added 0.8 ml of anhydrous acetic acid and it was allowed to react at room temperature for 24 h. After the solvent was removed in vacuo, purification was carried out by silica gel column chromatography (toluene/ethyl acetate 93:7 as a developing solvent) to give 1.2 g of the desired product in a quantitative yield. The reactants are COC(CC(C(C)C)(O)CCC1=CC=C(C=C1)OCC1=CC=CC=C1)=O (3-[2-(4-benzyloxy-phenyl)-ethyl]-3-hydroxy-4-methyl-pentanoic acid methyl ester), C (charcoal). The reagents and catalysts are [Pd] (Pd). Solvent: C1CCOC1.CO (THF MeOH). The product is COC(C[C@](C(C)C)(CCC1=CC=C(C=C1)O)O)=O ((S)-3-Hydroxy-3-[2-(4-hydroxy-phenyl)-ethyl]-4-methyl-pentanoic acid methyl ester). RXN SMILES: [CH3:1][O:2][C:3](=[O:26])[CH2:4][C:5]([CH2:10][CH2:11][C:12]1[CH:17]=[CH:16][C:15]([O:18]CC2C=CC=CC=2)=[CH:14][CH:13]=1)([OH:9])[CH:6]([CH3:8])[CH3:7].C>[Pd].C1COCC1.CO>[CH3:1][O:2][C:3](=[O:26])[CH2:4][C@@:5]([OH:9])([CH2:10][CH2:11][C:12]1[CH:13]=[CH:14][C:15]([OH:18])=[CH:16][CH:17]=1)[CH:6]([CH3:7])[CH3:8] |f:3.4|. Procedure: The title compound was prepared as described in General Method 4 using 3-[2-(4-benzyloxy-phenyl)-ethyl]-3-hydroxy-4-methyl-pentanoic acid methyl ester (8.6 g, 24.2 mmol) from Example SSSS. Three grams of 20% Pd over charcoal and THF:MeOH 1:1 (100 mL). The crude compound was recrystallized from hexanes-ethyl acetate to give racemic title compound (m.p. 89°-91° C.). The title compound was obtained by resolution on a semi-preparative Chiralcel OD column eluting with 90% hexanes, 10% isopropanol and... The reactants are BrC1=CC(=C(C=C1)I)F (4-bromo-2-fluoro-1-iodobenzene), C([O-])([O-])=O.[Na+].[Na+] (sodium carbonate), C(C)O (ethanol), C(CCCC)[C@@H]1CC[C@H](CC1)C1=CC=C(C=C1)B(O)O (4-(trans-4-pentylcyclohexyl)phenylboronic acid). The reagents and catalysts are C=1C=CC(=CC1)[P](C=2C=CC=CC2)(C=3C=CC=CC3)[Pd]([P](C=4C=CC=CC4)(C=5C=CC=CC5)C=6C=CC=CC6)([P](C=7C=CC=CC7)(C=8C=CC=CC8)C=9C=CC=CC9)[P](C=1C=CC=CC1)(C=1C=CC=CC1)C=1C=CC=CC1 (tetrakis(triphenylphosphine)palladium(0)). The solvent is CCOCC (ether), O (water), C1=CC=CC=C1 (benzene). Product: BrC1=CC(=C(C=C1)C1=CC=C(C=C1)[C@@H]1CC[C@H](CC1)CCCCC)F (4-bromo-2-fluoro-4′-(trans-4-pentylcyclohexyl)biphenyl). Isolated yield 67.8%. RXN SMILES: C(O)C.[CH2:4]([C@H:9]1[CH2:14][CH2:13][C@H:12]([C:15]2[CH:20]=[CH:19][C:18](B(O)O)=[CH:17][CH:16]=2)[CH2:11][CH2:10]1)[CH2:5][CH2:6][CH2:7][CH3:8].[Br:24][C:25]1[CH:30]=[CH:29][C:28](I)=[C:27]([F:32])[CH:26]=1.C(=O)([O-])[O-].[Na+].[Na+]>C1C=CC([P]([Pd]([P](C2C=CC=CC=2)(C2C=CC=CC=2)C2C=CC=CC=2)([P](C2C=CC=CC=2)(C2C=CC=CC=2)C2C=CC=CC=2)[P](C2C=CC=CC=2)(C2C=CC=CC=2)C2C=CC=CC=2)(C2C=CC=CC=2)C2C=CC=CC=2)=CC=1.CCOCC.O.C1C=CC=CC=1>[Br:24][C:25]1[CH:30]=[CH:29][C:28]([C:18]2[CH:17]=[CH:16][C:15]([C@H:12]3[CH2:13][CH2:14][C@H:9]([CH2:4][CH2:5][CH2:6][CH2:7][CH3:8])[CH2:10][CH2:11]3)=[CH:20][CH:19]=2)=[C:27]([F:32])[CH:26]=1 |f:3.4.5,^1:42,44,63,82|. Procedure: First, 150 ml of ethanol containing 17.84 g of 4-(trans-4-pentylcyclohexyl)phenylboronic acid dissolved therein, 150 ml of benzene containing 15.0 g of 4-bromo-2-fluoro-1-iodobenzene dissolved therein, 49.8 ml of a sodium carbonate aqueous solution with a concentration of 2.0 mol/l, and 1.44 g of tetrakis(triphenylphosphine)palladium(0) were put in an argon-replaced 500 ml flask, and stirred under reflux for 37 hours. After the reaction, water and ether were added to the reaction solution for ex... Starting materials: COC(=O)C1(CCCCCC1)NC(C1=CC(=C(C=C1)OC)OCCC1=C(C=CC(=C1)C)F)=O (1-{3-[2-(2-Fluoro-5-methyl-phenyl)-ethoxy]-4-methoxy-benzoylamino}-cycloheptanecarboxylic acid methyl ester), [OH-].[Li+] (lithium hydroxide). Solvent: O1CCOCC1 (dioxane). Conditions: temperature 60 celsius, time 30 minute. Product: FC1=C(C=C(C=C1)C)CCOC=1C=C(C(=O)NC2(CCCCCC2)C(=O)O)C=CC1OC (1-{3-[2-(2-Fluoro-5-methyl-phenyl)-ethoxy]-4-methoxy-benzoylamino}-cycloheptanecarboxylic acid). Yield: 81.2%. RXN SMILES: C[O:2][C:3]([C:5]1([NH:12][C:13](=[O:33])[C:14]2[CH:19]=[CH:18][C:17]([O:20][CH3:21])=[C:16]([O:22][CH2:23][CH2:24][C:25]3[CH:30]=[C:29]([CH3:31])[CH:28]=[CH:27][C:26]=3[F:32])[CH:15]=2)[CH2:11][CH2:10][CH2:9][CH2:8][CH2:7][CH2:6]1)=[O:4].[OH-].[Li+]>O1CCOCC1>[F:32][C:26]1[CH:27]=[CH:28][C:29]([CH3:31])=[CH:30][C:25]=1[CH2:24][CH2:23][O:22][C:16]1[CH:15]=[C:14]([CH:19]=[CH:18][C:17]=1[O:20][CH3:21])[C:13]([NH:12][C:5]1([C:3]([OH:4])=[O:2])[CH2:11][CH2:10][CH2:9][CH2:8][CH2:7][CH2:6]1)=[O:33] |f:1.2|. Procedure details: The compound of step 3 (160 mg, 0.35 mmol) was dissolved in dioxane (1.8 ml). 1 M aqueous lithium hydroxide (1.8 ml) was added, the mixture was stirred at 60° C. for 30 min, cooled, and partitioned between 2 N hydrochloric acid and EA. The aqueous phase was extracted with EA, the combined organic phases were dried over sodium sulfate, filtered and evaporated to dryness. The residue was stirred in ether and the solid material which formed was filtered and dried in vacuo to yield the title compoun...